Dataset: the Open Reaction Database (ORD), a public repository of structured organic reaction records. Task: describe an organic reaction: reactants, conditions, products, and yield Reactants: Br.COC(=O)C=1CNCCC1 (1,2,5,6-tetrahydropyridine-3-carboxylic acid methyl ester hydrobromide), C(C)N(C(C)C)C(C)C (N-ethyl-N,N-diisopropylamine), C1(=CC=C(C=C1)S(=O)(=O)OCC1COC2=CC=CC=C2C1)C (3-(p-toluenesulphonyloxymethyl)chroman). Solvent: CN(C=O)C (dimethylformamide). Run at time 15 hour. Yields the product COC(=O)C=1CN(CCC1)CC1COC2=CC=CC=C2C1 (1-(chroman-3-ylmethyl)-1,2,5,6-tetrahydropyridine-3-carboxylic acid methyl ester). Yield: 82.4%. RXN SMILES: Br.[CH3:2][O:3][C:4]([C:6]1[CH2:7][NH:8][CH2:9][CH2:10][CH:11]=1)=[O:5].C(N(C(C)C)C(C)C)C.C1(C)C=CC(S(O[CH2:31][CH:32]2[CH2:41][C:40]3[C:35](=[CH:36][CH:37]=[CH:38][CH:39]=3)[O:34][CH2:33]2)(=O)=O)=CC=1>CN(C)C=O>[CH3:2][O:3][C:4]([C:6]1[CH2:7][N:8]([CH2:31][CH:32]2[CH2:41][C:40]3[C:35](=[CH:36][CH:37]=[CH:38][CH:39]=3)[O:34][CH2:33]2)[CH2:9][CH2:10][CH:11]=1)=[O:5] |f:0.1|. Reported procedure: First 5.55 g (25 mmol) of 1,2,5,6-tetrahydropyridine-3-carboxylic acid methyl ester hydrobromide (guvacoline hydrobromide) and then 11.31 g (87.5 mmol) of N-ethyl-N,N-diisopropylamine are added to a solution of 7.96 g (25 mmol) of 3-(p-toluenesulphonyloxymethyl)chroman in 100 ml of dimethylformamide. The mixture is stirred for 15 hours at 50° and then concentrated by evaporation under a high vacuum. Water is added to the residue and extraction is carried out with diethyl ether. The organic phase... Reaction SMILES: [CH3:31][CH2:32][CH2:33][CH2:34][CH2:35][CH3:36].[CH3:37][CH2:38][O:39][C:40](=[O:41])[CH3:42].[ClH:30].[I-:16].[K+:15].[N:1]([O-:2])=[O:3].[NH2:5][c:6]1[cH:7][cH:8][c:9]2[cH:10][n:11][nH:12][c:13]2[cH:14]1.[Na+:21].[Na+:23].[Na+:4].[O:25]=[CH:26][N:27]([CH3:28])[CH3:29].[OH-:22].[OH2:24].[S:17](=[O:18])([OH:19])[O-:20]>>[c:6]1([I:16])[cH:7][cH:8][c:9]2[cH:10][n:11][nH:12][c:13]2[cH:14]1. Yields the product Ic1ccc2cn[nH]c2c1. The reactants are CCCCCC, CCOC(C)=O, Cl, [I-], [K+], O=N[O-], Nc1ccc2cn[nH]c2c1, [Na+], [Na+], [Na+], CN(C)C=O, [OH-], O, O=S([O-])O. The reactants are C(CC#N)#N (malononitrile), C(C)OC(CCC)(OCC)OCC (triethylorthobutyrate). Product: C(C)OC(CCC)=C(C#N)C#N (2-(1-ethoxy-butylidene)-malononitrile). RXN SMILES: [C:1](#[N:5])[CH2:2][C:3]#[N:4].[CH2:6]([O:8][C:9](OCC)(OCC)[CH2:10][CH2:11][CH3:12])[CH3:7]>>[CH2:6]([O:8][C:9](=[C:2]([C:1]#[N:5])[C:3]#[N:4])[CH2:10][CH2:11][CH3:12])[CH3:7]. Procedure: 18.69 g (283 mmol) of malononitrile and 41.94 g (283 mmol) of triethylorthobutyrate are heated for 4 hours at 150° C. The reaction mixture is cooled to room temperature and, after the ethanol has been removed, distilled in vacuo. B.p.: 85° C. (3mbar). Starting materials: FC1=CC=2C(=NC=3N(C=C(C(C3C2)=O)C(=O)O)C)C=C1F (7,8-difluoro-1-methyl-4-oxo-1,4-dihydrobenzo[b]-[1,8]naphthyridine-3-carboxylic acid), CS(=O)(=O)O.CS(=O)(=O)O.CC1(CNC1)NC (3-methyl-3-(methylamino)azetidine dimethanesulphonate). Yields the product FC1=CC=2C(=NC=3N(C=C(C(C3C2)=O)C(=O)O)C)C=C1N1CC(C1)(NC)C (7-Fluoro-1-methyl-8-(3-methyl-3-methylamino-1-azetidinyl)-4-oxo-1,4-dihydrobenzo[b][1,8]-naphthyridine-3-carboxylic acid), 7-fluoro-1-methyl-8-(3-methyl-3-methylamino-1-azetidinyl)-1-methyl-4-oxo-1,4-dihydrobenzo[b][1,8]naphthyridine-3-carboxylic acid. Reaction SMILES: [F:1][C:2]1[C:20](F)=[CH:19][C:5]2=[N:6][C:7]3[N:8]([CH3:18])[CH:9]=[C:10]([C:15]([OH:17])=[O:16])[C:11](=[O:14])[C:12]=3[CH:13]=[C:4]2[CH:3]=1.CS(O)(=O)=O.CS(O)(=O)=O.[CH3:32][C:33]1([NH:37][CH3:38])[CH2:36][NH:35][CH2:34]1>>[F:1][C:2]1[C:20]([N:35]2[CH2:36][C:33]([CH3:32])([NH:37][CH3:38])[CH2:34]2)=[CH:19][C:5]2=[N:6][C:7]3[N:8]([CH3:18])[CH:9]=[C:10]([C:15]([OH:17])=[O:16])[C:11](=[O:14])[C:12]=3[CH:13]=[C:4]2[CH:3]=1 |f:1.2.3|. Procedure: 7-Fluoro-1-methyl-8-(3-methyl-3-methylamino-1-azetidinyl)-4-oxo-1,4-dihydrobenzo[b][1,8]-naphthyridine-3-carboxylic acid was prepared under the conditions of Example 15, but starting with 1.45 g of 7,8-difluoro-1-methyl-4-oxo-1,4-dihydrobenzo[b]-[1,8]naphthyridine-3-carboxylic acid and 2.34 g of 3-methyl-3-(methylamino)azetidine dimethanesulphonate. The reaction mixture is heated for 1 and a half hours to approximately 90° C. 1.12 g of 7-fluoro-1-methyl-8-(3-methyl-3-methylamino-1-azetidinyl)-1-...